From a dataset of the Open Reaction Database (ORD), a public repository of structured organic reaction records. describe an organic reaction: reactants, conditions, products, and yield Starting materials: CC1=NC2=C(N1COCC[Si](C)(C)C)C=CC(=C2)NC2=NN1C(C(=NC=C1)C1=CC=C(C=C1)C(=O)N1CCOCC1)=N2 ((4-{2-[2-Methyl-1-(2-trimethylsilanyl-ethoxymethyl)-1H-benzoimidazol-5-ylamino]-[1,2,4]triazolo[1,5-a]pyrazin-8-yl}-phenyl)-morpholin-4-yl-methanone), C(=O)(O)[O-].[Na+] (NaHCO3), NC1=NN2C(C(=NC=C2)C2=CC=C(C=C2)C(=O)N2CCOCC2)=N1 ([4-(2-Amino-[1,2,4]triazolo[1,5-a]pyrazin-8-yl)-phenyl]-morpholin-4-yl-methanone), Pd(II), CC(C)C1=CC(=C(C(=C1)C(C)C)C2=C(C=CC(=C2P(C3CCCCC3)C4CCCCC4)OC)OC)C(C)C (2-(dicyclohexylphosphino)-3,6-dimethoxy-2′-4′-6′-tri-i-propyl-1,1′-biphenyl), solution, Cl (HCl). The solvent is C(C)O (ethanol), C(C)(C)(C)O (t-butanol), C[Si](C)(C)[N-][Si](C)(C)C.[Li+] (lithium bis(trimethylsilyl)amide), C1CCOC1.C(C)C1=CC=CC=C1 (THF ethylbenzene). Run at temperature 110 celsius. The product is CC1=NC2=C(N1)C=CC(=C2)NC2=NN1C(C(=NC=C1)C1=CC=C(C=C1)C(=O)N1CCOCC1)=N2 ({4-[2-(2-methyl-1H-benzoimidazol-5-ylamino)-[1,2,4]triazolo[1,5-a]pyrazin-8-yl]-phenyl}-morpholin-4-yl-methanone). RXN SMILES: NC1N=C2C(C3C=CC(C(N4CCOCC4)=O)=CC=3)=NC=CN2N=1.CC(C1C=C(C(C)C)C(C2C(P(C3CCCCC3)C3CCCCC3)=C(OC)C=CC=2OC)=C(C(C)C)C=1)C.[CH3:63][C:64]1[N:68](COCC[Si](C)(C)C)[C:67]2[CH:77]=[CH:78][C:79]([NH:81][C:82]3[N:104]=[C:85]4[C:86]([C:90]5[CH:95]=[CH:94][C:93]([C:96]([N:98]6[CH2:103][CH2:102][O:101][CH2:100][CH2:99]6)=[O:97])=[CH:92][CH:91]=5)=[N:87][CH:88]=[CH:89][N:84]4[N:83]=3)=[CH:80][C:66]=2[N:65]=1.Cl.C([O-])(O)=O.[Na+]>C(O)(C)(C)C.C[Si]([N-][Si](C)(C)C)(C)C.[Li+].C1COCC1.C(C1C=CC=CC=1)C.C(O)C>[CH3:63][C:64]1[NH:68][C:67]2[CH:77]=[CH:78][C:79]([NH:81][C:82]3[N:104]=[C:85]4[C:86]([C:90]5[CH:91]=[CH:92][C:93]([C:96]([N:98]6[CH2:99][CH2:100][O:101][CH2:102][CH2:103]6)=[O:97])=[CH:94][CH:95]=5)=[N:87][CH:88]=[CH:89][N:84]4[N:83]=3)=[CH:80][C:66]=2[N:65]=1 |f:4.5,7.8,9.10|. Procedure details: [4-(2-Amino-[1,2,4]triazolo[1,5-a]pyrazin-8-yl)-phenyl]-morpholin-4-yl-methanone (see “C41”, 5-bromo-2-methyl-1-(2-trimethylsilanyl-ethoxymethyl)-1H-benzoimidazole (1.1 eq.), chloro[2-(dicyclohexylphosphino)-3,6-dimethoxy-2′-4′-6′-tri-i-propyl-1,1′-biphenyl]2-(2-aminoethyl)phenyl)Pd(II) (0.03 eq), 2-(dicyclohexylphosphino)-3,6-dimethoxy-2′-4′-6′-tri-i-propyl-1,1′-biphenyl (0.03 eq) are dissolved in dry t-butanol under nitrogene, before lithium bis(trimethylsilyl)amide, (3 eq., 20% (ca 1.06M) sol... Reactants: CC(=O)OCC(=O)CCl, [N-]=[N+]=[N-], [Na+], C1CCOC1, O. Yields the product CC(=O)OCC(=O)CN=[N+]=[N-]. RXN SMILES: [Cl:1][CH2:2][C:3](=[O:4])[CH2:5][O:6][C:7]([CH3:8])=[O:9].[N-:12]=[N+:13]=[N-:14].[Na+:11].[O:15]1[CH2:16][CH2:17][CH2:18][CH2:19]1.[OH2:10]>>[CH2:2]([C:3](=[O:4])[CH2:5][O:6][C:7]([CH3:8])=[O:9])[N:12]=[N+:13]=[N-:14]. The reactants are CC#N, COCOC, C[O-], Cc1ccccc1, O=Cc1c(C2CC2)nc2ccccc2c1-c1ccc(F)cc1, Cl, [Na+]. Yields the product N#CC=Cc1c(C2CC2)nc2ccccc2c1-c1ccc(F)cc1. As a reaction SMILES: [CH3:23][C:24]#[N:25].[CH3:26][O:27][CH2:28][O:29][CH3:30].[CH3:31][O-:32].[CH3:35][c:36]1[cH:37][cH:38][cH:39][cH:40][cH:41]1.[CH:1]1([c:4]2[n:5][c:6]3[cH:7][cH:8][cH:9][cH:10][c:11]3[c:12](-[c:16]3[cH:17][cH:18][c:19]([F:22])[cH:20][cH:21]3)[c:13]2[CH:14]=[O:15])[CH2:2][CH2:3]1.[ClH:34].[Na+:33]>>[CH:1]1([c:4]2[n:5][c:6]3[cH:7][cH:8][cH:9][cH:10][c:11]3[c:12](-[c:16]3[cH:17][cH:18][c:19]([F:22])[cH:20][cH:21]3)[c:13]2[CH:14]=[CH:23][C:24]#[N:25])[CH2:2][CH2:3]1. Reactants: N1=CC=C2N=C3C(=C(N12)C1=CC=C(C=C1)O)CCCCC3 (4-(6,7,8,9-tetrahydro-5H-1,4,10a-triaza-cyclohepta[f]inden-10-yl)-phenol), C(C1=CC=CC=C1)OC1=CC=C(C=C1)C1=NN2C(N=C3CCCCC3=C2)=C1 ((4-benzyloxy-phenyl)-5,6,7,8-tetrahydro-pyrazolo[5,1-b]quinazoline), [H][H] (hydrogen). The reagents and catalysts are [Pd] (Pd/C). Yields the product N1=CC=C2N=C3CCCCC3=C(N21)C2=CC=C(C=C2)O (4-(5,6,7,8-Tetrahydro-pyrazolo[5,1-b]quinazolin-9-yl)-phenol). RXN SMILES: [N:1]1[N:9]2[C:4]([N:5]=[C:6]3[CH2:21][CH2:20][CH2:19]C[CH2:17][C:7]3=[C:8]2[C:10]2[CH:15]=[CH:14][C:13]([OH:16])=[CH:12][CH:11]=2)=[CH:3][CH:2]=1.C(OC1C=CC(C2C=C3N=C4C(=CN3N=2)CCCC4)=CC=1)C1C=CC=CC=1.[H][H]>[Pd]>[N:1]1[N:9]2[C:4]([N:5]=[C:6]3[C:7](=[C:8]2[C:10]2[CH:11]=[CH:12][C:13]([OH:16])=[CH:14][CH:15]=2)[CH2:17][CH2:19][CH2:20][CH2:21]3)=[CH:3][CH:2]=1. Procedure details: Using the method described for the preparation of 4-(6,7,8,9-tetrahydro-5H-1,4,10a-triaza-cyclohepta[f]inden-10-yl)-phenol, (4-benzyloxy-phenyl)-5,6,7,8-tetrahydro-pyrazolo[5,1-b]quinazoline and hydrogen in the presence of 10% Pd/C provided the title compound. Starting materials: OB(O)c1ccc(Br)cc1, COc1cc(Br)c(C=O)cc1O, COCCOC, CO, ClCCl, c1ccc(P(c2ccccc2)(c2ccccc2)[Pd](P(c2ccccc2)(c2ccccc2)c2ccccc2)(P(c2ccccc2)(c2ccccc2)c2ccccc2)P(c2ccccc2)(c2ccccc2)c2ccccc2)cc1. Product: COc1cc(-c2ccc(Br)cc2)c(C=O)cc1O. As a reaction SMILES: [Br:13][c:14]1[cH:15][cH:16][c:17]([B:20]([OH:21])[OH:22])[cH:18][cH:19]1.[Br:1][c:2]1[c:3]([CH:4]=[O:5])[cH:6][c:7]([OH:12])[c:8]([O:10][CH3:11])[cH:9]1.[CH3:23][O:24][CH2:25][CH2:26][O:27][CH3:28].[CH3:29][OH:30].[Cl:31][CH2:32][Cl:33].[cH:34]1[cH:35][cH:36][c:37]([P:38]([Pd:39]([P:40]([c:41]2[cH:42][cH:43][cH:44][cH:45][cH:46]2)([c:47]2[cH:48][cH:49][cH:50][cH:51][cH:52]2)[c:53]2[cH:54][cH:55][cH:56][cH:57][cH:58]2)([P:59]([c:60]2[cH:61][cH:62][cH:63][cH:64][cH:65]2)([c:66]2[cH:67][cH:68][cH:69][cH:70][cH:71]2)[c:72]2[cH:73][cH:74][cH:75][cH:76][cH:77]2)[P:78]([c:79]2[cH:80][cH:81][cH:82][cH:83][cH:84]2)([c:85]2[cH:86][cH:87][cH:88][cH:89][cH:90]2)[c:91]2[cH:92][cH:93][cH:94][cH:95][cH:96]2)([c:97]2[cH:98][cH:99][cH:100][cH:101][cH:102]2)[c:103]2[cH:104][cH:105][cH:106][cH:107][cH:108]2)[cH:109][cH:110]1>>[c:2]1(-[c:17]2[cH:16][cH:15][c:14]([Br:13])[cH:19][cH:18]2)[c:3]([CH:4]=[O:5])[cH:6][c:7]([OH:12])[c:8]([O:10][CH3:11])[cH:9]1.